Dataset: the Open Reaction Database (ORD), a public repository of structured organic reaction records. Task: describe an organic reaction: reactants, conditions, products, and yield Reactants: Brc1ccc(Br)nc1, CCCCO, C1CCNC1. Yields the product Brc1ccc(N2CCCC2)nc1. As a reaction SMILES: [Br:1][c:2]1[n:3][cH:4][c:5]([Br:8])[cH:6][cH:7]1.[CH2:14]([OH:15])[CH2:16][CH2:17][CH3:18].[CH2:9]1[CH2:10][CH2:11][NH:12][CH2:13]1>>[c:2]1([N:12]2[CH2:11][CH2:10][CH2:9][CH2:13]2)[n:3][cH:4][c:5]([Br:8])[cH:6][cH:7]1.